This data is from the Open Reaction Database (ORD), a public repository of structured organic reaction records. The task is: describe an organic reaction: reactants, conditions, products, and yield Starting materials: [Ba+2], C1CCOC1, CCOC(C)=O, ClCCl, O=[Mn](=O)([O-])[O-], OCc1ccc2nc3c(cc2c1)-c1cccc2cccc-3c12. Product: O=Cc1ccc2nc3c(cc2c1)-c1cccc2cccc-3c12. Reaction SMILES: [Ba+2:28].[CH2:38]1[O:39][CH2:40][CH2:41][CH2:42]1.[CH3:32][CH2:33][O:34][C:35]([CH3:36])=[O:37].[Cl:29][CH2:30][Cl:31].[Mn:23]([O-:24])([O-:25])(=[O:26])=[O:27].[cH:1]1[c:2]2[c:3]3[c:4]([cH:5][cH:6][cH:7][c:8]3[cH:9][cH:10]1)-[c:11]1[n:12][c:13]3[cH:14][cH:15][c:16]([CH2:21][OH:22])[cH:17][c:18]3[cH:19][c:20]1-2>>[cH:1]1[c:2]2[c:3]3[c:4]([cH:5][cH:6][cH:7][c:8]3[cH:9][cH:10]1)-[c:11]1[n:12][c:13]3[cH:14][cH:15][c:16]([CH:21]=[O:22])[cH:17][c:18]3[cH:19][c:20]1-2. The reactants are CC1(COCC=2NC(=NC21)C=2C(=CC(=C(C(=O)O)C2)C)C)C (5-(7,7-Dimethyl-3,4,6,7-tetrahydropyrano[3,4-d]imidazol-2-yl)-2,4-dimethylbenzoic acid), CC1(COCC=2NC(=NC21)C=2C(=CC(=C(C(=O)O)C2)C)C)C (5-(7,7-Dimethyl-3,4,6,7-tetrahydropyrano[3,4-d]imidazol-2-yl)-2,4-dimethylbenzoic acid), Cl.N1CCC(CC1)C1=CC=C(C#N)C=C1 (4-(piperidin-4-yl)benzonitrile hydrochloride), Cl.N1CCC(CC1)C1=CC=C(C#N)C=C1 (4-(piperidin-4-yl)benzonitrile hydrochloride), 2-(1H-benzo[d][1,2,3]triazol-1-yl)-1,1,3,3-tetramethyluronium hexafluorophosphate(V), CCN(C(C)C)C(C)C (DIEA). Solvent: C(C)(=O)OCC (ethyl acetate), CN(C)C=O (DMF). Conditions: time 16 hour. Yields the product CC1(COCC=2NC(=NC21)C=2C(=CC(=C(C(=O)N1CCC(CC1)C1=CC=C(C#N)C=C1)C2)C)C)C (4-(1-(5-(7,7-Dimethyl-3,4,6,7-tetrahydropyrano[3,4-d]imidazol-2-yl)-2,4-dimethylbenzoyl)piperidin-4-yl)benzonitrile), foam. The yield is 30.0%. RXN SMILES: [CH3:1][C:2]1([CH3:22])[C:10]2[N:9]=[C:8]([C:11]3[C:12]([CH3:21])=[CH:13][C:14]([CH3:20])=[C:15]([CH:19]=3)[C:16](O)=[O:17])[NH:7][C:6]=2[CH2:5][O:4][CH2:3]1.Cl.[NH:24]1[CH2:29][CH2:28][CH:27]([C:30]2[CH:37]=[CH:36][C:33]([C:34]#[N:35])=[CH:32][CH:31]=2)[CH2:26][CH2:25]1.CCN(C(C)C)C(C)C>CN(C=O)C.C(OCC)(=O)C>[CH3:1][C:2]1([CH3:22])[C:10]2[N:9]=[C:8]([C:11]3[C:12]([CH3:21])=[CH:13][C:14]([CH3:20])=[C:15]([CH:19]=3)[C:16]([N:24]3[CH2:29][CH2:28][CH:27]([C:30]4[CH:37]=[CH:36][C:33]([C:34]#[N:35])=[CH:32][CH:31]=4)[CH2:26][CH2:25]3)=[O:17])[NH:7][C:6]=2[CH2:5][O:4][CH2:3]1 |f:1.2|. Procedure: Crude 5-(7,7-Dimethyl-3,4,6,7-tetrahydropyrano[3,4-d]imidazol-2-yl)-2,4-dimethylbenzoic acid (compound 449.4, 0.086 mmol) was dissolved in DMF (1 mL). 4-(Piperidin-4-yl)benzonitrile hydrochloride (compound 1.5, 19 mg, 0.086 mmol), 2-(1H-benzo[d][1,2,3]triazol-1-yl)-1,1,3,3-tetramethyluronium hexafluorophosphate(V) (HBTU) (65 mg, 0.17 mmol) and DIEA (45 μl, 0.26 mmol) were added and the mixture was stiffed at room temperature for 16 hrs. The mixture was then diluted with ethyl acetate (10 mL) and... The reactants are C1(CCCC1)OC=1C=C(N)C=CC1OC (3-cyclopentyloxy-4-methoxyaniline), ClCC=O (chloroacetaldehyde), [BH3-]C#N.[Na+] (NaBH3CN), C(C)(=O)O (acetic acid). The solvent is CO (methanol). Run at temperature 15 celsius. Product: ClCCNC1=CC(=C(C=C1)OC)OC1CCCC1 ((2-Chloroethyl)(3-cyclopentyloxy-4-methoxyphenyl)amine). Isolated yield 63.4%. As a reaction SMILES: [CH:1]1([O:6][C:7]2[CH:8]=[C:9]([CH:11]=[CH:12][C:13]=2[O:14][CH3:15])[NH2:10])[CH2:5][CH2:4][CH2:3][CH2:2]1.[Cl:16][CH2:17][CH:18]=O.[BH3-]C#N.[Na+].C(O)(=O)C>CO>[Cl:16][CH2:17][CH2:18][NH:10][C:9]1[CH:11]=[CH:12][C:13]([O:14][CH3:15])=[C:7]([O:6][CH:1]2[CH2:2][CH2:3][CH2:4][CH2:5]2)[CH:8]=1 |f:2.3|. Procedure: To a solution of 2.15 g (10.4 mmol) 3-cyclopentyloxy-4-methoxyaniline (J. Org. Chem. 2005,70, 1050) in 100 ml methanol were added 2.0 g (14.1 mmol) chloroacetaldehyde solution (55% in water), 3.9 g (62.6 mmol) NaBH3CN and 0.5 ml acetic acid. The reaction was stirred over night at 15° C. and the solvent was subsequently evaporated. The residue was taken up in 120 ml dichloromethane and the organic phase was washed with brine, dried over Na2SO4 and evaporated in vacuo. The crude product was purifi... The reactants are C([O-])([O-])=O.[K+].[K+] (potassium carbonate), CC1=CC=C(C(CBr)=O)C=C1 (4-methylphenacyl bromide), CN1N=C(C(=C1O)C(C1=C(C=C(C=C1)Cl)Cl)=O)C (1,3-dimethyl-4-(2,4-dichlorobenzoyl)-5-hydroxy pyrazole). Solvent: C(Cl)Cl (methylene chloride), C(C)C(=O)C (methyl ethyl ketone). Reaction conditions: time 2 hour. Yields the product CN1N=C(C(=C1OCC(C1=CC=C(C=C1)C)=O)C(C1=C(C=C(C=C1)Cl)Cl)=O)C (1,3-Dimethyl-4-(2,4-dichlorobenzoyl)-5-(4-methylbenzoylmethoxy) pyrazole). Yield: 68.2%. As a reaction SMILES: C(=O)([O-])[O-].[K+].[K+].[CH3:7][C:8]1[CH:17]=[CH:16][C:11]([C:12](=[O:15])[CH2:13]Br)=[CH:10][CH:9]=1.[CH3:18][N:19]1[C:23]([OH:24])=[C:22]([C:25](=[O:34])[C:26]2[CH:31]=[CH:30][C:29]([Cl:32])=[CH:28][C:27]=2[Cl:33])[C:21]([CH3:35])=[N:20]1>C(C(C)=O)C.C(Cl)Cl>[CH3:18][N:19]1[C:23]([O:24][CH2:13][C:12](=[O:15])[C:11]2[CH:16]=[CH:17][C:8]([CH3:7])=[CH:9][CH:10]=2)=[C:22]([C:25](=[O:34])[C:26]2[CH:31]=[CH:30][C:29]([Cl:32])=[CH:28][C:27]=2[Cl:33])[C:21]([CH3:35])=[N:20]1 |f:0.1.2|. Reported procedure: In a four necked flask, 2 g of 1,3-dimethyl-4-(2,4-dichlorobenzoyl)-5-hydroxy pyrazole was dissolved in 35 ml of methyl ethyl ketone, and 2 g of anhydrous potassium carbonate was added to the solution and 1.4 g of 4-methylphenacyl bromide was added dropwise to the mixture under stirring. The reaction was carried out for 2 hours under refluxing. The reaction mixture in the flask was cooled and filtered and methyl ethyl ketone was distilled off to obtain the precipitate of the reaction product. Th... Reactants: CC(C)O (iPrOH), C1(=CC=CC=C1)C(C(=O)O[C@H]1CN2CCC1CC2)NC2=CC=CC=C2 ((R)-quinuclidin-3-yl 2-phenyl-2-(phenylamino)acetate), BrCC(=O)C=1N=C(SC1)C (2-bromo-1-(2-methylthiazol-4-yl)ethanone). Run in C(C)#N (acetonitrile). The product is [Br-].CC=1SC=C(N1)C(C[N+]12C[C@@H](C(CC1)CC2)OC([C@H](NC2=CC=CC=C2)C2=CC=CC=C2)=O)=O ((R)-1-(2-(2-methylthiazol-4-yl)-2-oxoethyl)-3-((R)-2-phenyl-2-(phenylamino)acetoxy)-1-azoniabicyclo[2.2.2]octane bromide). Isolated yield 35.4%. RXN SMILES: [C:1]1([CH:7]([NH:19][C:20]2[CH:25]=[CH:24][CH:23]=[CH:22][CH:21]=2)[C:8]([O:10][C@@H:11]2[CH:16]3[CH2:17][CH2:18][N:13]([CH2:14][CH2:15]3)[CH2:12]2)=[O:9])[CH:6]=[CH:5][CH:4]=[CH:3][CH:2]=1.[Br:26][CH2:27][C:28]([C:30]1[N:31]=[C:32]([CH3:35])[S:33][CH:34]=1)=[O:29].CC(O)C>C(#N)C>[Br-:26].[CH3:35][C:32]1[S:33][CH:34]=[C:30]([C:28](=[O:29])[CH2:27][N+:13]23[CH2:14][CH2:15][CH:16]([CH2:17][CH2:18]2)[C@@H:11]([O:10][C:8](=[O:9])[C@@H:7]([C:1]2[CH:2]=[CH:3][CH:4]=[CH:5][CH:6]=2)[NH:19][C:20]2[CH:25]=[CH:24][CH:23]=[CH:22][CH:21]=2)[CH2:12]3)[N:31]=1 |f:4.5|. Reported procedure: (R)-Phenyl-phenylamino-acetic acid (R)-(1-aza-bicyclo[2.2.2]oct-3-yl)ester (Diastereoisomer 1 of C2) (75.0 mg, 0.22 mmol) and 2-bromo-1-(2-methylthiazol-4-yl)ethanone (I228) (49.1 mg, 0.22 mmol) in acetonitrile (5 mL) is heated at 100° C. for 75 minutes under microwave irradiation (UPLC-MS monitoring: complete conversion). The solvent is removed and the resulting brown solid is tritured with iPr20/Et2O (1/1) and then with iPrOH to obtain the title compound as a grey powder (43.3 mg, 35% yield, b... As a reaction SMILES: [CH3:1][O:2][C:3]([CH2:4][CH2:5][CH2:6][CH2:7][CH2:8][CH2:9][CH2:10][n:11]1[c:12](=[O:30])[n:13](-[c:22]2[cH:23][cH:24][c:25]([O:28][CH3:29])[cH:26][cH:27]2)[c:14](-[c:16]2[cH:17][cH:18][cH:19][cH:20][cH:21]2)[cH:15]1)=[O:31].[CH3:34][OH:35].[Na+:33].[OH-:32]>>[O:2]=[C:3]([CH2:4][CH2:5][CH2:6][CH2:7][CH2:8][CH2:9][CH2:10][n:11]1[c:12](=[O:30])[n:13](-[c:22]2[cH:23][cH:24][c:25]([O:28][CH3:29])[cH:26][cH:27]2)[c:14](-[c:16]2[cH:17][cH:18][cH:19][cH:20][cH:21]2)[cH:15]1)[OH:31]. Product: COc1ccc(-n2c(-c3ccccc3)cn(CCCCCCCC(=O)O)c2=O)cc1. Starting materials: COC(=O)CCCCCCCn1cc(-c2ccccc2)n(-c2ccc(OC)cc2)c1=O, CO, [Na+], [OH-]. Starting materials: Cl.C(C1=CC=CC=C1)OC1=C2CCCC(C2=CC=C1)C(=O)N(CC=1C=NNC1)C=1C=NC(=CC1)C(C)C (5-benzyloxy-N-(6-isopropylpyridin-3-yl)-N-[(pyrazol-4-yl)methyl]-1,2,3,4-tetrahydronaphthalene-1-carboxamide hydrochloride), ClCC1=CC=C(C=N1)OC (6-chloromethyl-3-methoxypyridine). The product is C(C1=CC=CC=C1)OC1=C2CCCC(C2=CC=C1)C(=O)N(CC=1C=NN(C1)CC1=NC=C(C=C1)OC)C=1C=NC(=CC1)C(C)C (5-benzyloxy-N-(6-isopropylpyridin-3-yl)-N-({1-[(5-methoxypyridin-2-yl)methyl]pyrazol-4-yl}methyl)-1,2,3,4-tetrahydronaphthalene-1-carboxamide). Isolated yield 69.4%. Reaction SMILES: Cl.[CH2:2]([O:9][C:10]1[CH:19]=[CH:18][CH:17]=[C:16]2[C:11]=1[CH2:12][CH2:13][CH2:14][CH:15]2[C:20]([N:22]([C:29]1[CH:30]=[N:31][C:32]([CH:35]([CH3:37])[CH3:36])=[CH:33][CH:34]=1)[CH2:23][C:24]1[CH:25]=[N:26][NH:27][CH:28]=1)=[O:21])[C:3]1[CH:8]=[CH:7][CH:6]=[CH:5][CH:4]=1.Cl[CH2:39][C:40]1[N:45]=[CH:44][C:43]([O:46][CH3:47])=[CH:42][CH:41]=1>>[CH2:2]([O:9][C:10]1[CH:19]=[CH:18][CH:17]=[C:16]2[C:11]=1[CH2:12][CH2:13][CH2:14][CH:15]2[C:20]([N:22]([C:29]1[CH:30]=[N:31][C:32]([CH:35]([CH3:37])[CH3:36])=[CH:33][CH:34]=1)[CH2:23][C:24]1[CH:25]=[N:26][N:27]([CH2:39][C:40]2[CH:41]=[CH:42][C:43]([O:46][CH3:47])=[CH:44][N:45]=2)[CH:28]=1)=[O:21])[C:3]1[CH:8]=[CH:7][CH:6]=[CH:5][CH:4]=1 |f:0.1|. Procedure details: By the reaction and treatment in the same manner as in Example 271 using 5-benzyloxy-N-(6-isopropylpyridin-3-yl)-N-[(pyrazol-4-yl)methyl]-1,2,3,4-tetrahydronaphthalene-1-carboxamide hydrochloride (0.78 g) and 6-chloromethyl-3-methoxypyridine (0.47 g) as starting materials, 5-benzyloxy-N-(6-isopropylpyridin-3-yl)-N-({1-[(5-methoxypyridin-2-yl)methyl]pyrazol-4-yl}methyl)-1,2,3,4-tetrahydronaphthalene-1-carboxamide (0.63 g) was obtained. Starting materials: NC1=C(SC(=C1)S(=O)(=O)N1CCCCC1)N1CCC(CC1)C(=O)O (1-[3-Amino-5-(piperidine-1-sulfonyl)thiophen-2-yl]piperidine-4-carboxylic acid), ClC1=C(C(=O)N=C=O)C=C(C(=C1)F)F (2-chloro-4,5-difluorobenzoyl isocyanate). Solvent: C(C)#N (acetonitrile), C(C)#N (acetonitrile). Conditions: time 3 hour. Yields the product ClC1=C(C(=O)NC(NC2=C(SC(=C2)S(=O)(=O)N2CCCCC2)N2CCC(CC2)C(=O)O)=O)C=C(C(=C1)F)F (1-[3-[3-(2-Chloro-4,5-difluorobenzoyl)ureido]-5-(piperidine-1-sulfonyl)-thiophen-2-yl]piperidine-4-carboxylic acid). RXN SMILES: [NH2:1][C:2]1[CH:6]=[C:5]([S:7]([N:10]2[CH2:15][CH2:14][CH2:13][CH2:12][CH2:11]2)(=[O:9])=[O:8])[S:4][C:3]=1[N:16]1[CH2:21][CH2:20][CH:19]([C:22]([OH:24])=[O:23])[CH2:18][CH2:17]1.[Cl:25][C:26]1[CH:36]=[C:35]([F:37])[C:34]([F:38])=[CH:33][C:27]=1[C:28]([N:30]=[C:31]=[O:32])=[O:29]>C(#N)C>[Cl:25][C:26]1[CH:36]=[C:35]([F:37])[C:34]([F:38])=[CH:33][C:27]=1[C:28]([NH:30][C:31](=[O:32])[NH:1][C:2]1[CH:6]=[C:5]([S:7]([N:10]2[CH2:11][CH2:12][CH2:13][CH2:14][CH2:15]2)(=[O:9])=[O:8])[S:4][C:3]=1[N:16]1[CH2:17][CH2:18][CH:19]([C:22]([OH:24])=[O:23])[CH2:20][CH2:21]1)=[O:29]. Procedure details: 1-[3-Amino-5-(piperidine-1-sulfonyl)thiophen-2-yl]piperidine-4-carboxylic acid (0.2 g of crude product) is dissolved in 2 ml of acetonitrile and admixed with the equimolar solution of 2-chloro-4,5-difluorobenzoyl isocyanate in acetonitrile, and the mixture is stirred at RT. After 3 hours, the solid is filtered off with suction and dried under reduced pressure.